Dataset: the Open Reaction Database (ORD), a public repository of structured organic reaction records. Task: describe an organic reaction: reactants, conditions, products, and yield The reactants are Cc1ccccc1, CN1CC(CCCl)Oc2ncc(-c3ccccc3)cc2C1=O, [Na], O=S(Cl)Cl. Yields the product CN1CC(CCCl)Oc2ncc(-c3ccccc3)cc2C1=S. RXN SMILES: [CH3:28][c:29]1[cH:30][cH:31][cH:32][cH:33][cH:34]1.[Cl:6][CH2:7][CH2:8][CH:9]1[O:10][c:11]2[c:12]([cH:18][c:19](-[c:22]3[cH:23][cH:24][cH:25][cH:26][cH:27]3)[cH:20][n:21]2)[C:13](=[O:17])[N:14]([CH3:16])[CH2:15]1.[Na:1].[S:2]([Cl:3])([Cl:4])=[O:5]>>[S:2]=[C:13]1[c:12]2[c:11]([n:21][cH:20][c:19](-[c:22]3[cH:23][cH:24][cH:25][cH:26][cH:27]3)[cH:18]2)[O:10][CH:9]([CH2:8][CH2:7][Cl:6])[CH2:15][N:14]1[CH3:16]. The reactants are OS(=O)(=O)O (H2SO4), ice water, NC=1C=C(OCCBr)C=CC1N (2-(3,4-diaminophenoxy)ethyl bromide), O=S(Cl)Cl (SOCl2). Solvent: N1=CC=CC=C1 (pyridine). Product: BrCCOC1=CC=2C(=NS(N2)=O)C=C1 (5-(2-bromoethoxy)-2,1,3-benzothiadiazol-2-one). The yield is 17.0%. Reaction SMILES: [NH2:1][C:2]1[CH:3]=[C:4]([CH:9]=[CH:10][C:11]=1[NH2:12])[O:5][CH2:6][CH2:7][Br:8].[O:13]=[S:14](Cl)Cl.OS(O)(=O)=O>N1C=CC=CC=1>[Br:8][CH2:7][CH2:6][O:5][C:4]1[CH:9]=[CH:10][C:11]2=[N:12][S:14](=[O:13])[N:1]=[C:2]2[CH:3]=1. Reported procedure: To a cooled (ice-water) solution of 2-(3,4-diaminophenoxy)ethyl bromide (2.03 g, 8.8 mmol) in pyridine (40 mL) was added dropwise 0.65 mL (8.9 mml) of SOCl2 with stirring. The resulting mixture was stirred at r.t for 2 h, then 4N H2SO4 was added dropwise with cooling. The acidic (pH 5) mixture was extracted with CHCl3 (4×50 mL). The CHCl3 solution was washed with brine, dried (Na2SO4), then evaporated to give 420 mg (17%) of 5-(2-bromoethoxy)-2,1,3-benzothiadiazol-2-one as an orange-yellow powde... The reactants are CC(=O)OCC1OC(Br)C(OC(C)=O)C(OC(C)=O)C1OC(C)=O, O=C([O-])[O-], CCCC[N+](CCCC)(CCCC)Cc1ccccc1, [Cl-], ClCCl, [K+], [K+], O, CC(=O)c1sccc1O. The product is CC(=O)OCC1OC(Oc2ccsc2C(C)=O)C(OC(C)=O)C(OC(C)=O)C1OC(C)=O. RXN SMILES: [C:10]([CH3:11])(=[O:12])[O:13][CH:14]1[CH:15]([Br:33])[O:16][CH:17]([CH2:28][O:29][C:30]([CH3:31])=[O:32])[CH:18]([O:24][C:25]([CH3:26])=[O:27])[CH:19]1[O:20][C:21]([CH3:22])=[O:23].[C:34](=[O:35])([O-:36])[O-:37].[CH2:45]([N+:46]([CH2:47][CH2:48][CH2:49][CH3:50])([CH2:51][CH2:52][CH2:53][CH3:54])[CH2:55][CH2:56][CH2:57][CH3:58])[c:59]1[cH:60][cH:61][cH:62][cH:63][cH:64]1.[Cl-:44].[Cl:41][CH2:42][Cl:43].[K+:38].[K+:39].[OH2:40].[OH:1][c:2]1[c:3]([C:7]([CH3:8])=[O:9])[s:4][cH:5][cH:6]1>>[O:1]([c:2]1[c:3]([C:7]([CH3:8])=[O:9])[s:4][cH:5][cH:6]1)[CH:15]1[CH:14]([O:13][C:10]([CH3:11])=[O:12])[CH:19]([O:20][C:21]([CH3:22])=[O:23])[CH:18]([O:24][C:25]([CH3:26])=[O:27])[CH:17]([CH2:28][O:29][C:30]([CH3:31])=[O:32])[O:16]1. Reactants: FC(F)(F)c1cnc(-c2ccc(Cl)c(CBr)c2)c(Cl)c1, CCOP(OCC)OCC. The product is CCOP(=O)(Cc1cc(-c2ncc(C(F)(F)F)cc2Cl)ccc1Cl)OCC. Reaction SMILES: [Cl:1][c:2]1[c:3]([CH2:4][Br:5])[cH:6][c:7](-[c:10]2[n:11][cH:12][c:13]([C:17]([F:18])([F:19])[F:20])[cH:14][c:15]2[Cl:16])[cH:8][cH:9]1.[P:21]([O:22][CH2:23][CH3:24])([O:25][CH2:26][CH3:27])[O:28][CH2:29][CH3:30]>>[Cl:1][c:2]1[c:3]([CH2:4][P:21]([O:22][CH2:23][CH3:24])([O:25][CH2:26][CH3:27])=[O:28])[cH:6][c:7](-[c:10]2[n:11][cH:12][c:13]([C:17]([F:18])([F:19])[F:20])[cH:14][c:15]2[Cl:16])[cH:8][cH:9]1. Reactants: CCCCc1ccc(O)c(O)c1, CC(C)=O, O, Cc1ccc(S(=O)(=O)O)cc1, c1ccccc1. Yields the product CCCCc1ccc2c(c1)OC(C)(C)O2. RXN SMILES: [CH2:1]([CH2:2][CH2:3][CH3:4])[c:5]1[cH:6][c:7]([OH:12])[c:8]([OH:9])[cH:10][cH:11]1.[CH3:13][C:14]([CH3:15])=[O:16].[OH2:17].[c:18]1([CH3:19])[cH:20][cH:21][c:22]([S:23]([OH:24])(=[O:25])=[O:26])[cH:27][cH:28]1.[cH:29]1[cH:30][cH:31][cH:32][cH:33][cH:34]1>>[CH2:1]([CH2:2][CH2:3][CH3:4])[c:5]1[cH:6][c:7]2[c:8]([cH:10][cH:11]1)[O:9][C:14]([CH3:13])([CH3:15])[O:12]2. Starting materials: COC1=C(C=CC=C1)CC1NCCC(C1C)=C (2-(2-methoxyphenyl)methyl-3-methyl-4-methylene-piperidine), C(CCC)OC=O (n-butylformate). Product: C(=O)N1C(C(C(CC1)=C)C)CC1=C(C=CC=C1)OC (N-formyl-2-(2-methoxyphenyl)methyl-3-methyl-4-methylene-piperidine). As a reaction SMILES: [CH3:1][O:2][C:3]1[CH:8]=[CH:7][CH:6]=[CH:5][C:4]=1[CH2:9][CH:10]1[CH:15]([CH3:16])[C:14](=[CH2:17])[CH2:13][CH2:12][NH:11]1.[CH2:18]([O:22]C=O)CCC>>[CH:18]([N:11]1[CH2:12][CH2:13][C:14](=[CH2:17])[CH:15]([CH3:16])[CH:10]1[CH2:9][C:4]1[CH:5]=[CH:6][CH:7]=[CH:8][C:3]=1[O:2][CH3:1])=[O:22]. Procedure: 8 g (34 mmol) of 2-(2-methoxyphenyl)methyl-3-methyl-4-methylene-piperidine 16 as base and 30 mL of n-butylformate were used. Yield: 9.1 g (100%) as an oil.